From a dataset of the Open Reaction Database (ORD), a public repository of structured organic reaction records. describe an organic reaction: reactants, conditions, products, and yield The reactants are O=C(O)CBr, CCO, [Na+], SCCc1ccc2c(c1)OCO2, [OH-], O. Product: O=C(O)CSCCc1ccc2c(c1)OCO2. Reaction SMILES: [Br:13][CH2:14][C:15](=[O:16])[OH:17].[CH3:20][CH2:21][OH:22].[Na+:19].[O:1]1[CH2:2][O:3][c:4]2[c:5]1[cH:6][cH:7][c:8]([CH2:10][CH2:11][SH:12])[cH:9]2.[OH-:18].[OH2:23]>>[O:1]1[CH2:2][O:3][c:4]2[c:5]1[cH:6][cH:7][c:8]([CH2:10][CH2:11][S:12][CH2:14][C:15](=[O:16])[OH:17])[cH:9]2. The reactants are FC=1C(NC(NC1)=O)=O (5-fluorouracil), [H-].[Na+] (sodium hydride), C(C)(=O)OCCl (chloromethyl acetate). Run in CC(=O)N(C)C (dimethylacetamide), CC(=O)N(C)C (dimethylacetamide). The product is C(C)(=O)OCN1C(=O)N(C(=O)C(=C1)F)COC(C)=O (1,3-bis(acetoxymethyl)-5-fluorouracil). The yield is 6.6%. As a reaction SMILES: [F:1][C:2]1[C:3](=[O:9])[NH:4][C:5](=[O:8])[NH:6][CH:7]=1.[H-].[Na+].[C:12]([O:15][CH2:16]Cl)(=[O:14])[CH3:13]>CC(N(C)C)=O>[C:12]([O:15][CH2:16][N:6]1[CH:7]=[C:2]([F:1])[C:3](=[O:9])[N:4]([CH2:16][O:15][C:12](=[O:14])[CH3:13])[C:5]1=[O:8])(=[O:14])[CH3:13] |f:1.2|. Procedure details: In 70 ml of dimethylacetamide was dissolved 2.60 g (0.02 mol) of 5-fluorouracil. To this solution were added 0.96 g (0.02 mol) of 50% sodium hydride and then a solution of 2.16 g (0.02 mol) of chloromethyl acetate in 10 ml of dimethylacetamide. The mixture was reacted together at room temperature for 5.5 hours. After completion of the reaction, the reaction liquid was filtered to remove a precipitate and then the dimethylacetamide used as solvent was removed from the filtrate by distillation. Th...